From a dataset of the Open Reaction Database (ORD), a public repository of structured organic reaction records. describe an organic reaction: reactants, conditions, products, and yield The reactants are CN(C(C=1C(O)=CC=CC1)=O)C1=CC=CC=C1 (N-methyl-N-phenylsalicylamide), BrCC(=O)OCC (ethyl bromoacetate), C([O-])([O-])=O.[K+].[K+] (potassium carbonate), resultant mixture, O (water). The solvent is CN(C=O)C (N,N-dimethylformamide). The product is CN(C(=O)C1=C(OCC(=O)OCC)C=CC=C1)C1=CC=CC=C1 (ethyl 2-[2-(N-methyl-N-phenylcarbamoyl)phenoxy]acetate). Yield: 97.9%. Reaction SMILES: [CH3:1][N:2]([C:12]1[CH:17]=[CH:16][CH:15]=[CH:14][CH:13]=1)[C:3](=[O:11])[C:4]1[C:5](=[CH:7][CH:8]=[CH:9][CH:10]=1)[OH:6].Br[CH2:19][C:20]([O:22][CH2:23][CH3:24])=[O:21].C(=O)([O-])[O-].[K+].[K+].O>CN(C)C=O>[CH3:1][N:2]([C:12]1[CH:17]=[CH:16][CH:15]=[CH:14][CH:13]=1)[C:3]([C:4]1[CH:10]=[CH:9][CH:8]=[CH:7][C:5]=1[O:6][CH2:19][C:20]([O:22][CH2:23][CH3:24])=[O:21])=[O:11] |f:2.3.4|. Procedure: A solution of N-methyl-N-phenylsalicylamide (13.5 g.), ethyl bromoacetate (10 g.) and anhydrous potassium carbonate (8.4 g.) in N,N-dimethylformamide (90 ml.) was stirred at room temperature for 7 hours. The resultant mixture was added to water and extracted with diethyl ether, and the extract was washed with 10% aqueous solution of sodium hydroxide and water in turn, dried over magnesium sulfate and then evaporated under reduced pressure to give oily ethyl 2-[2-(N-methyl-N-phenylcarbamoyl)pheno... Starting materials: NC1=C(C=C(C(=O)N2CCN(CC2)CC=2C=C(C(=O)NC(C(F)(F)F)(C)C)C=CC2)C=C1)F (3-((4-(4-Amino-3-fluorobenzoyl)piperazin-1-y)methyl)-N-(1,1,1-trifluoro-2-methylpropan-2-yl)benzamide), 4-nitrophenylchloroformate, C(C(C)(C)C)N (Neopentylamine). The solvent is ClCCl (dichloromethane). Yields the product FC=1C=C(C(=O)N2CCN(CC2)CC=2C=C(C(=O)NC(C(F)(F)F)(C)C)C=CC2)C=CC1NC(=O)NCC(C)(C)C (3-((4-(3-Fluoro-4-(3-neopentylureido)benzoyl)piperazin-1-yl)methyl)-N-(1,1,1-trifluoro-2-methylpropan-2-yl)benzamide). Yield: 66.1%. Reaction SMILES: [NH2:1][C:2]1[CH:32]=[CH:31][C:5]([C:6]([N:8]2[CH2:13][CH2:12][N:11]([CH2:14][C:15]3[CH:16]=[C:17]([CH:28]=[CH:29][CH:30]=3)[C:18]([NH:20][C:21]([CH3:27])([CH3:26])[C:22]([F:25])([F:24])[F:23])=[O:19])[CH2:10][CH2:9]2)=[O:7])=[CH:4][C:3]=1[F:33].C1C([N+]([O-])=O)=CC=C([Cl-][C:44]([O-])=[O:45])C=1.[CH2:47]([NH2:52])[C:48]([CH3:51])([CH3:50])[CH3:49]>ClCCl>[F:33][C:3]1[CH:4]=[C:5]([CH:31]=[CH:32][C:2]=1[NH:1][C:44]([NH:52][CH2:47][C:48]([CH3:51])([CH3:50])[CH3:49])=[O:45])[C:6]([N:8]1[CH2:9][CH2:10][N:11]([CH2:14][C:15]2[CH:16]=[C:17]([CH:28]=[CH:29][CH:30]=2)[C:18]([NH:20][C:21]([CH3:27])([CH3:26])[C:22]([F:25])([F:24])[F:23])=[O:19])[CH2:12][CH2:13]1)=[O:7]. Procedure details: 3-((4-(4-Amino-3-fluorobenzoyl)piperazin-1-y)methyl)-N-(1,1,1-trifluoro-2-methylpropan-2-yl)benzamide (0.480 mmol, 224 mg) and 4-nitrophenylchloroformate (0.528 mmol, 108 mg) were stirred together in dichloromethane (2 mL) for 16 hours. Neopentylamine (2.4 mol, 300 μL) was added and the volatiles were removed under vacuum. The residue was purified by silica chromatography to yield the title compound (184 mg). MS (ESI) m/z 580.1 [M+H]+ Reactants: solution, C1(=CC=CC=C1)CC(=O)N=C=S (phenylacetyl isothiocyanate), NC1=CC(=C(OC2=CC(=NC=N2)NC(=O)N2CCC(CC2)CN2CCCC2)C=C1)F (4-(Pyrrolidin-1-ylmethyl)piperidine-1-carboxylic acid [6-(4-amino-2-fluorophenoxy)pyrimidin-4-yl]amide), [C@]12(C(=O)CC(CC1)C2(C)C)CS(=O)(=O)O ((S)-(+)-10-camphorsulfonic acid), C(C)OCC (diethyl ether). The solvent is C1(=CC=CC=C1)C (toluene), C(C)O (ethanol), CCCCCC (hexane). Reaction conditions: time 5 minute. Product: FC1=C(OC2=CC(=NC=N2)NC(=O)N2CCC(CC2)CN2CCCC2)C=CC(=C1)NC(=S)NC(CC1=CC=CC=C1)=O (4-(Pyrrolidin-1-ylmethyl)piperidine-1-carboxylic acid {6-[2-fluoro-4-(3-phenylacetylthioureido)phenoxy]pyrimidin-4-yl}amide). Isolated yield 26.4%. RXN SMILES: [NH2:1][C:2]1[CH:29]=[CH:28][C:5]([O:6][C:7]2[N:12]=[CH:11][N:10]=[C:9]([NH:13][C:14]([N:16]3[CH2:21][CH2:20][CH:19]([CH2:22][N:23]4[CH2:27][CH2:26][CH2:25][CH2:24]4)[CH2:18][CH2:17]3)=[O:15])[CH:8]=2)=[C:4]([F:30])[CH:3]=1.[C@]12(CS(O)(=O)=O)C(C)(C)C(CC1)CC2=O.[C:46]1([CH2:52][C:53]([N:55]=[C:56]=[S:57])=[O:54])[CH:51]=[CH:50][CH:49]=[CH:48][CH:47]=1.C(OCC)C>C(O)C.C1(C)C=CC=CC=1.CCCCCC>[F:30][C:4]1[CH:3]=[C:2]([NH:1][C:56]([NH:55][C:53](=[O:54])[CH2:52][C:46]2[CH:47]=[CH:48][CH:49]=[CH:50][CH:51]=2)=[S:57])[CH:29]=[CH:28][C:5]=1[O:6][C:7]1[N:12]=[CH:11][N:10]=[C:9]([NH:13][C:14]([N:16]2[CH2:21][CH2:20][CH:19]([CH2:22][N:23]3[CH2:27][CH2:26][CH2:25][CH2:24]3)[CH2:18][CH2:17]2)=[O:15])[CH:8]=1. Procedure details: 4-(Pyrrolidin-1-ylmethyl)piperidine-1-carboxylic acid [6-(4-amino-2-fluorophenoxy)pyrimidin-4-yl]amide (100 mg) was dissolved in ethanol (1.0 ml) under a nitrogen atmosphere, and then (S)-(+)-10-camphorsulfonic acid (56 mg) was added thereto, followed by for stirring 5 min. A 0.25 M solution of phenylacetyl isothiocyanate in toluene (1.45 ml) was added thereto, followed by stirring for 1 hr. The reaction mixture was partitioned between ethyl acetate (30 ml) and a saturated aqueous solution of so...